From a dataset of the Open Reaction Database (ORD), a public repository of structured organic reaction records. describe an organic reaction: reactants, conditions, products, and yield As a reaction SMILES: [CH2:1]([CH3:2])[c:3]1[c:4]([NH2:5])[cH:6][cH:7][cH:8][cH:9]1.[CH:10]([N:11]([CH2:12][CH3:13])[CH:14]([CH3:15])[CH3:16])([CH3:17])[CH3:18].[O:33]=[CH:34][N:35]([CH3:36])[CH3:37].[nH:19]1[cH:20][c:21]([C:28]([C:29](=[O:30])[Cl:31])=[O:32])[c:22]2[cH:23][cH:24][cH:25][cH:26][c:27]12>>[CH2:1]([CH3:2])[c:3]1[c:4]([NH:5][C:29]([C:28]([c:21]2[cH:20][nH:19][c:27]3[c:22]2[cH:23][cH:24][cH:25][cH:26]3)=[O:32])=[O:30])[cH:6][cH:7][cH:8][cH:9]1. Reactants: CCc1ccccc1N, CCN(C(C)C)C(C)C, CN(C)C=O, O=C(Cl)C(=O)c1c[nH]c2ccccc12. Yields the product CCc1ccccc1NC(=O)C(=O)c1c[nH]c2ccccc12. Product: C(C)C1(C(OCC=2C(NC=CC21)=O)=O)O (4-ethyl-4-hydroxy-1,7-dihydro-4H-pyrano[3,4-c]pyridine-3,8-dione). Reported procedure: To a suspension of 560.0 mg of compound (15) as obtained from example 9 (1.983 mmol) in 11.2 mL dimethoxyethane were added dropwise at 0° C. 1.68 mL concentrated aqueous hydrochloric acid (36.5%) (19.83 mmol, 10.0 eq). The ice bath was removed after 15 min and the triphasic mixture was vigorously stirred. After 4 h, the mixture was evaporated to dryness in a rotary evaporator (27° C., 5 mbar, then 1 mbar). The crude product was obtained as a lightly yellow semisolid (805.4mg, 194% by weight).333... Run at time 4 hour. As a reaction SMILES: C(N(CC)[C:4](=[O:18])[C:5]([OH:17])([C:8]1[CH:13]=[CH:12][NH:11][C:10](=[O:14])[C:9]=1[CH2:15][OH:16])[CH2:6][CH3:7])C.C(N(CC)C(=O)C(=O)CC)C.Cl>C(COC)OC>[CH2:6]([C:5]1([OH:17])[C:8]2[CH:13]=[CH:12][NH:11][C:10](=[O:14])[C:9]=2[CH2:15][O:16][C:4]1=[O:18])[CH3:7]. Reactants: C(C)N(C(C(CC)(C1=C(C(NC=C1)=O)CO)O)=O)CC (N,N-diethyl-2-hydroxy-2-(3-hydroxymethyl-2-oxo-1,2-dihydro-pyridin-4-yl)-butyramide), C(C)N(C(C(CC)=O)=O)CC (N,N-diethyl-2-oxo butyramide), Cl (hydrochloric acid). The yield is 21.4%. The solvent is C(OC)COC (dimethoxyethane). Reactants: C(C)(C)(C)OC(=O)N(C(OC(C)(C)C)=O)C1=NC(=CC=C1)C (t-butyl t-butoxycarbonyl-(6-methyl-pyridin-2-yl)-carbamate), N(=NC(C#N)(C)C)C(C#N)(C)C (2,2′-azobisisobutyronitrile), BrN1C(=O)N(C(=O)C1(C)C)Br (1,3-dibromo-5,5-dimethylhydantoin). The solvent is ClC1=CC=CC=C1 (chlorobenzene). Run at temperature 90 celsius, time 1 hour. Yields the product C(C)(C)(C)OC(=O)N(C1=NC(=CC=C1)CBr)C(=O)OC(C)(C)C (2-bis(t-butoxycarbonyl)amino-6-bromomethyl-pyridine). Reaction SMILES: [C:1]([O:5][C:6]([N:8]([C:16]1[CH:21]=[CH:20][CH:19]=[C:18]([CH3:22])[N:17]=1)[C:9](=[O:15])[O:10][C:11]([CH3:14])([CH3:13])[CH3:12])=[O:7])([CH3:4])([CH3:3])[CH3:2].N(C(C)(C)C#N)=NC(C)(C)C#N.[Br:35]N1C(C)(C)C(=O)N(Br)C1=O>ClC1C=CC=CC=1>[C:1]([O:5][C:6]([N:8]([C:9]([O:10][C:11]([CH3:14])([CH3:13])[CH3:12])=[O:15])[C:16]1[CH:21]=[CH:20][CH:19]=[C:18]([CH2:22][Br:35])[N:17]=1)=[O:7])([CH3:2])([CH3:3])[CH3:4]. Procedure details: To 102.8 g (334 mmol) of t-butyl t-butoxycarbonyl-(6-methyl-pyridin-2-yl)-carbamate were added 10.95 g (20 mol %) of 2,2′-azobisisobutyronitrile and 1,330 ml of chlorobenzene. To the resulting mixture was added 95.31 g of 1,3-dibromo-5,5-dimethylhydantoin, and the temperature of the mixture was then raised to 90° C. at a rate of 2° C./minute and held at the temperature for one hour. Subsequently, the reaction mixture was cooled to 20° C., the precipitate was filtered off, and the volume of chlor... Starting materials: CCCCC(C)(C(=O)O)C(=O)OCC, CCCCC, ClCCl, CCCCC(C(=O)OCC)C(F)(F)F, F. The product is CCCCC(C)(C(=O)OCC)C(F)(F)F. Reaction SMILES: [C:1]([C:2]([CH3:3])([CH2:4][CH2:5][CH2:6][CH3:7])[C:8]([OH:9])=[O:10])([O:11][CH2:12][CH3:13])=[O:14].[CH3:33][CH2:34][CH2:35][CH2:36][CH3:37].[Cl:15][CH2:16][Cl:17].[F:19][C:20]([CH:21]([C:22](=[O:23])[O:24][CH2:25][CH3:26])[CH2:27][CH2:28][CH2:29][CH3:30])([F:31])[F:32].[FH:18]>>[CH3:1][C:21]([C:20]([F:19])([F:31])[F:32])([C:22](=[O:23])[O:24][CH2:25][CH3:26])[CH2:27][CH2:28][CH2:29][CH3:30]. Reactants: C(C)OC(CC1=CC=C(C=C1)NC=O)=O ((4-formylamino-phenyl)-acetic acid ethyl ester). Solvent: C1CCOC1 (THF). Run at time 1 hour. Product: C(C)OC(CC1=CC=C(C=C1)NC)=O ((4-Methylamino-phenyl)-acetic acid ethyl ester). Yield: 91.0%. As a reaction SMILES: [CH2:1]([O:3][C:4](=[O:15])[CH2:5][C:6]1[CH:11]=[CH:10][C:9]([NH:12][CH:13]=O)=[CH:8][CH:7]=1)[CH3:2]>C1COCC1>[CH2:1]([O:3][C:4](=[O:15])[CH2:5][C:6]1[CH:11]=[CH:10][C:9]([NH:12][CH3:13])=[CH:8][CH:7]=1)[CH3:2]. Reported procedure: To a stirred solution of (4-formylamino-phenyl)-acetic acid ethyl ester (Preparation 268, 500 mg, 2.41 mmol) in THF (10 mL) was added borane-dimethyl sulphide complex (0.3 mL, 3.13 mmol) at 0° C. and the mixture stirred at room temperature for 1 hour. The reaction mixture was quenched with MeOH (5 mL) and evaporated in vacuo. The crude material was purified by column chromatography on silica gel (gradient of hexane:EtOAc 100:0 to 75:25) to afford the title compound as an oil in 91% yield, 460 mg...